describe an organic reaction: reactants, conditions, products, and yield From a dataset of the Open Reaction Database (ORD), a public repository of structured organic reaction records. The reactants are CCO, CCC(C=CC#N)N1C(=O)C(C)(CC2COC(C)(C)O2)CC(c2cccc(Cl)c2)C1c1ccc(Cl)cc1, [H][H]. Yields the product CCC(CCC#N)N1C(=O)C(C)(CC2COC(C)(C)O2)CC(c2cccc(Cl)c2)C1c1ccc(Cl)cc1. As a reaction SMILES: [CH3:40][CH2:41][OH:42].[Cl:1][c:2]1[cH:3][c:4]([CH:8]2[CH2:9][C:10]([CH3:29])([CH2:30][CH:31]3[O:32][C:33]([CH3:36])([CH3:37])[O:34][CH2:35]3)[C:11](=[O:28])[N:12]([CH:21]([CH:22]=[CH:23][C:24]#[N:25])[CH2:26][CH3:27])[CH:13]2[c:14]2[cH:15][cH:16][c:17]([Cl:20])[cH:18][cH:19]2)[cH:5][cH:6][cH:7]1.[H:38][H:39]>>[Cl:1][c:2]1[cH:3][c:4]([CH:8]2[CH2:9][C:10]([CH3:29])([CH2:30][CH:31]3[O:32][C:33]([CH3:36])([CH3:37])[O:34][CH2:35]3)[C:11](=[O:28])[N:12]([CH:21]([CH2:22][CH2:23][C:24]#[N:25])[CH2:26][CH3:27])[CH:13]2[c:14]2[cH:15][cH:16][c:17]([Cl:20])[cH:18][cH:19]2)[cH:5][cH:6][cH:7]1. Reactants: COCCOC (DME), FC1=NC=CC=C1B(O)O (2-fluoropyridin-3-ylboronic acid), ClC1=C(C(=NC(=N1)C)N)F (6-chloro-5-fluoro-2-methylpyrimidin-4-amine). The reagents and catalysts are C=1C=CC(=CC1)[P](C=2C=CC=CC2)(C=3C=CC=CC3)[Pd]([P](C=4C=CC=CC4)(C=5C=CC=CC5)C=6C=CC=CC6)([P](C=7C=CC=CC7)(C=8C=CC=CC8)C=9C=CC=CC9)[P](C=1C=CC=CC1)(C=1C=CC=CC1)C=1C=CC=CC1 (Pd(Ph3P)4). The solvent is O (water), O (water). Conditions: temperature 100 celsius. The product is FC=1C(=NC(=NC1C=1C(=NC=CC1)F)C)N (5-fluoro-6-(2-fluoropyridin-3-yl)-2-methylpyrimidin-4-amine). Isolated yield 59.7%. As a reaction SMILES: COCCOC.[F:7][C:8]1[C:13](B(O)O)=[CH:12][CH:11]=[CH:10][N:9]=1.Cl[C:18]1[N:23]=[C:22]([CH3:24])[N:21]=[C:20]([NH2:25])[C:19]=1[F:26]>O.C1C=CC([P]([Pd]([P](C2C=CC=CC=2)(C2C=CC=CC=2)C2C=CC=CC=2)([P](C2C=CC=CC=2)(C2C=CC=CC=2)C2C=CC=CC=2)[P](C2C=CC=CC=2)(C2C=CC=CC=2)C2C=CC=CC=2)(C2C=CC=CC=2)C2C=CC=CC=2)=CC=1>[F:26][C:19]1[C:20]([NH2:25])=[N:21][C:22]([CH3:24])=[N:23][C:18]=1[C:13]1[C:8]([F:7])=[N:9][CH:10]=[CH:11][CH:12]=1 |^1:31,33,52,71|. Procedure: DME (6.00 mL, 57722 μmol) and water (0.6 mL, 3152 μmol) were added to a mixture of 2-fluoropyridin-3-ylboronic acid (666 mg, 4728 μmol), 6-chloro-5-fluoro-2-methylpyrimidin-4-amine (0.5093 g, 3152 μmol), and Pd(Ph3P)4 (364 mg, 315 μmol) under nitrogen. The mixture was sealed and heated at 100° C. for 60 min under microwave irradiation. After cooling, the mixture was diluted with water and the precipitate was collected, washed with DCM, and 5-fluoro-6-(2-fluoropyridin-3-yl)-2-methylpyrimidin-4-am... The reactants are O=C(C(=O)O)CCP(=O)CO (2-oxo-4-(hydroxymethylphosphinyl)butanoic acid), C(C)(=O)N (acetamide). The solvent is O (water). Yields the product C(C)(=O)NC(C(=O)O)=CCP(=O)CO (2-Acetamido-4-(hydroxymethylphosphinyl)-2-butenoic acid). Reaction SMILES: O=[C:2]([CH2:6][CH2:7][PH:8]([CH2:10][OH:11])=[O:9])[C:3]([OH:5])=[O:4].[C:12]([NH2:15])(=[O:14])[CH3:13]>O>[C:12]([NH:15][C:2](=[CH:6][CH2:7][PH:8]([CH2:10][OH:11])=[O:9])[C:3]([OH:5])=[O:4])(=[O:14])[CH3:13]. Procedure: A finely divided mixture of 2-oxo-4-(hydroxymethylphosphinyl)butanoic acid (1.80 g, 10 mmol) and acetamide (1.18 g, 20 mmol) were heated at 100° for 5 hours at 20 mm Hg. The mixture melted with evolution of water vapour. The final product was a yellow glass-like solid which was evacuated at 0.1 mm Hg at 100° for one hour to remove excess acetamide. Run in ClCCl (dichloromethane). Isolated yield 33.0%. Procedure details: The title compound was prepared from 3-ethynyl-7-trifluoromethyl-5-(3-trifluoromethyl-phenyl)-pyrazolo[1,5-a]pyrimidine (example C.10) (178 mg, 0.5 mmol) and 4-(5-bromo-thiophene-2-sulfonyl)-piperazine-1-carboxylic acid tert-butyl ester (example B.52) (206 mg, 0.5 mmol) according to general procedure II and subsequent cleavage of the protecting group with TFA in dichloromethane at 0° C. Obtained as an orange solid (96 mg, 33%). MS (ISP) 586.1 [(M+H)+]; mp 160° C. As a reaction SMILES: [C:1]([C:3]1[CH:4]=[N:5][N:6]2[C:11]([C:12]([F:15])([F:14])[F:13])=[CH:10][C:9]([C:16]3[CH:21]=[CH:20][CH:19]=[C:18]([C:22]([F:25])([F:24])[F:23])[CH:17]=3)=[N:8][C:7]=12)#[CH:2].C(OC([N:33]1[CH2:38][CH2:37][N:36]([S:39]([C:42]2[S:43][C:44](Br)=[CH:45][CH:46]=2)(=[O:41])=[O:40])[CH2:35][CH2:34]1)=O)(C)(C)C.C(O)(C(F)(F)F)=O>ClCCl>[N:36]1([S:39]([C:42]2[S:43][C:44]([C:2]#[C:1][C:3]3[CH:4]=[N:5][N:6]4[C:11]([C:12]([F:14])([F:13])[F:15])=[CH:10][C:9]([C:16]5[CH:21]=[CH:20][CH:19]=[C:18]([C:22]([F:25])([F:24])[F:23])[CH:17]=5)=[N:8][C:7]=34)=[CH:45][CH:46]=2)(=[O:41])=[O:40])[CH2:35][CH2:34][NH:33][CH2:38][CH2:37]1. The product is N1(CCNCC1)S(=O)(=O)C1=CC=C(S1)C#CC=1C=NN2C1N=C(C=C2C(F)(F)F)C2=CC(=CC=C2)C(F)(F)F (3-[5-(Piperazine-1-sulfonyl)-thiophen-2-ylethynyl]-7-trifluoromethyl-5-(3-trifluoromethyl-phenyl)-pyrazolo[1,5-a]pyrimidine), solid. Starting materials: C(#C)C=1C=NN2C1N=C(C=C2C(F)(F)F)C2=CC(=CC=C2)C(F)(F)F (3-ethynyl-7-trifluoromethyl-5-(3-trifluoromethyl-phenyl)-pyrazolo[1,5-a]pyrimidine), C(C)(C)(C)OC(=O)N1CCN(CC1)S(=O)(=O)C=1SC(=CC1)Br (4-(5-Bromo-thiophene-2-sulfonyl)-piperazine-1-carboxylic Acid Tert-butyl Ester), C(=O)(C(F)(F)F)O (TFA). Reactants: CCOC(=O)Cl, C[Si](C)(C)[N-][Si](C)(C)C, FC(F)(F)CC[P+](c1ccccc1)(c1ccccc1)c1ccccc1, [I-], [Li+], C1CCOC1. Yields the product CCOC(=O)C(CC(F)(F)F)=P(c1ccccc1)(c1ccccc1)c1ccccc1. Reaction SMILES: [CH2:37]([CH3:38])[O:39][C:40](=[O:41])[Cl:42].[CH3:27][Si:28]([N-:29][Si:30]([CH3:31])([CH3:32])[CH3:33])([CH3:34])[CH3:35].[F:2][C:3]([CH2:4][CH2:5][P+:6]([c:7]1[cH:8][cH:9][cH:10][cH:11][cH:12]1)([c:13]1[cH:14][cH:15][cH:16][cH:17][cH:18]1)[c:19]1[cH:20][cH:21][cH:22][cH:23][cH:24]1)([F:25])[F:26].[I-:1].[Li+:36].[O:43]1[CH2:44][CH2:45][CH2:46][CH2:47]1>>[F:2][C:3]([CH2:4][C:5](=[P:6]([c:7]1[cH:8][cH:9][cH:10][cH:11][cH:12]1)([c:13]1[cH:14][cH:15][cH:16][cH:17][cH:18]1)[c:19]1[cH:20][cH:21][cH:22][cH:23][cH:24]1)[C:40]([O:39][CH2:37][CH3:38])=[O:41])([F:25])[F:26].